This data is from the Open Reaction Database (ORD), a public repository of structured organic reaction records. The task is: describe an organic reaction: reactants, conditions, products, and yield The reactants are C(C1=CC=CC=C1)N1CC2C3=C(C(C1)(O2)C2OCCO2)C=CC=C3 (3-Benzyl-1-(1,3-dioxolan-2-yl)-1,5-epoxy-1,2,4,5-tetrahydro-3-benzazepin), C(C)(=O)O (acetic acid). Reagents/catalysts: [Pd] (Pd-C). Run in C(C)O (ethanol). Reaction conditions: time 6 hour. The product is C(C)(=O)N1CC2C3=C(C(C1)(O2)C2OCCO2)C=CC=C3 (3-Acetyl-1-(1,3-dioxolan-2-yl)-1,5-epoxy-1,2,4,5-tetrahydro-3-benzazepin). The yield is 88.0%. Reaction SMILES: [CH2:1]([N:8]1[CH2:14][C:13]2([CH:16]3[O:20][CH2:19][CH2:18][O:17]3)[O:15][CH:10]([C:11]3[CH:24]=[CH:23][CH:22]=[CH:21][C:12]=32)[CH2:9]1)[C:2]1C=CC=CC=1.C(O)(=[O:27])C>C(O)C.[Pd]>[C:1]([N:8]1[CH2:14][C:13]2([CH:16]3[O:20][CH2:19][CH2:18][O:17]3)[O:15][CH:10]([C:11]3[CH:24]=[CH:23][CH:22]=[CH:21][C:12]=32)[CH2:9]1)(=[O:27])[CH3:2]. Procedure details: A suspension of 10% Pd-C (1.42 g) in a solution of the product from Example 29 (9.75 g, 0.0302M) and glacial acetic acid (12 ml) in absolute ethanol (130 ml) was hydrogenated in a Parr apparatus at an initial pressure of 32 psi. After six hours, the catalyst was removed by filtration through Celite and the solvents. removed in vacuo. The residue was taken up in CH2Cl2 (50 ml) and treated with acetic anhydride (6.0 ml). After 15 minutes, the mixture was evaporated to dryness and the residue cryst... The reactants are CC1(C)CC(C(=O)Cl)C1, CC(C)[Mg+], [Cl-], [Cl-], [Cu]I, CCOC(=O)c1ccc(I)cc1, [Li+], C1CCOC1. Product: CCOC(=O)c1ccc(C(=O)C2CC(C)(C)C2)cc1. As a reaction SMILES: [CH3:20][C:21]1([CH3:28])[CH2:22][CH:23]([C:25](=[O:26])[Cl:27])[CH2:24]1.[CH:16]([Mg+:17])([CH3:18])[CH3:19].[Cl-:13].[Cl-:15].[Cu:34][I:35].[I:1][c:2]1[cH:3][cH:4][c:5]([C:6](=[O:7])[O:8][CH2:9][CH3:10])[cH:11][cH:12]1.[Li+:14].[O:29]1[CH2:30][CH2:31][CH2:32][CH2:33]1>>[c:2]1([C:25]([CH:23]2[CH2:22][C:21]([CH3:20])([CH3:28])[CH2:24]2)=[O:26])[cH:3][cH:4][c:5]([C:6](=[O:7])[O:8][CH2:9][CH3:10])[cH:11][cH:12]1.